From a dataset of the Open Reaction Database (ORD), a public repository of structured organic reaction records. describe an organic reaction: reactants, conditions, products, and yield Starting materials: OO (hydrogen peroxide), O (water), [OH-].[Na+] (sodium hydroxide), C(#N)C1=C(C(=NN1C)C)NC(CC)=O (N-(5-cyano-1,3-dimethyl-1H-pyrazol-4-yl)propionamide). Run in C(C)O (ethanol), C(C)(=O)O (acetic acid). Reaction conditions: temperature 80 celsius, time 5 hour. Product: C(C)C=1N=C(C2=C(N1)C(=NN2C)C)O (5-ethyl-1,3-dimethyl-1H-pyrazolo[4,3-d]pyrimidin-7-ol). Yield: 70.0%. As a reaction SMILES: [C:1]([C:3]1[N:7]([CH3:8])[N:6]=[C:5]([CH3:9])[C:4]=1[NH:10][C:11](=O)[CH2:12][CH3:13])#[N:2].[OH:15]O.O.[OH-].[Na+]>C(O)C.C(O)(=O)C>[CH2:12]([C:11]1[N:2]=[C:1]([OH:15])[C:3]2[N:7]([CH3:8])[N:6]=[C:5]([CH3:9])[C:4]=2[N:10]=1)[CH3:13] |f:3.4|. Procedure details: The above propionamide (18 g, 0.094 mol) is added in portions to a solution prepared by adding 24 ml of 30% hydrogen peroxide to 250 ml of water containing 6 g (0.15 mol) of sodium hydroxide. The mixture is stirred at 80° C. for five hours, cooled and acidified with acetic acid to give 12.7 g (70%) of 5-ethyl-1,3-dimethyl-1H-pyrazolo[4,3-d]pyrimidin-7-ol, mp 220°-222° C. from ethanol. The reactants are CC(C)(C)OC(=O)N1CCC(c2ncnc3cc(F)ccc23)CC1, NCCNC(=O)OCc1ccccc1, CS(C)=O, Cl, [K+], [K+], O=C([O-])[O-]. Product: CC(C)(C)OC(=O)N1CCC(c2ncnc3cc(N4CCNC4=O)ccc23)CC1. Reaction SMILES: [C:1]([CH3:2])([CH3:3])([CH3:4])[O:5][C:6](=[O:7])[N:8]1[CH2:9][CH2:10][CH:11]([c:14]2[n:15][cH:16][n:17][c:18]3[cH:19][c:20]([F:24])[cH:21][cH:22][c:23]23)[CH2:12][CH2:13]1.[CH2:26]([O:27][C:34]([NH:35][CH2:36][CH2:37][NH2:38])=[O:39])[c:28]1[cH:29][cH:30][cH:31][cH:32][cH:33]1.[CH3:46][S:47]([CH3:48])=[O:49].[ClH:25].[K+:40].[K+:41].[O-:42][C:43]([O-:44])=[O:45]>>[C:1]([CH3:2])([CH3:3])([CH3:4])[O:5][C:6](=[O:7])[N:8]1[CH2:9][CH2:10][CH:11]([c:14]2[n:15][cH:16][n:17][c:18]3[cH:19][c:20]([N:38]4[C:34](=[O:39])[NH:35][CH2:36][CH2:37]4)[cH:21][cH:22][c:23]23)[CH2:12][CH2:13]1. Reaction SMILES: [CH:1]1([CH2:6][C@H:7]([CH2:11][N:12]([CH:21]=[O:22])[O:13][CH2:14][C:15]2[CH:20]=[CH:19][CH:18]=[CH:17][CH:16]=2)[C:8](O)=[O:9])[CH2:5][CH2:4][CH2:3][CH2:2]1.[F:23]C1N=C(F)N=C(F)N=1.N1C=CC=CC=1>ClCCl>[CH:1]1([CH2:6][C@H:7]([CH2:11][N:12]([CH:21]=[O:22])[O:13][CH2:14][C:15]2[CH:20]=[CH:19][CH:18]=[CH:17][CH:16]=2)[C:8]([F:23])=[O:9])[CH2:5][CH2:4][CH2:3][CH2:2]1. Solvent: ClCCl (dichloromethane), ClCCl (DCM). Procedure: To a solution of (2R)-3-cyclopentyl-2-({formyl[(phenylmethyl)oxy]amino}methyl)propanoic acid (as prepared in Scheme 1; also described in WO 2009061879) (5.2 g, 17.03 mmol) dissolved in dichloromethane (DCM) (75 mL) was added 2,4,6-trifluoro-1,3,5-triazine (1.5 mL, 17.9 mmol) followed by pyridine (1.51 mL, 18.7 mmol). The reaction mixture was stirred at 25° C. for 2 h, and then the reaction mixture was diluted with DCM (100 mL) and washed (1×50 mL) with 5% citric acid followed by 50 mL of sat. Na... Conditions: temperature 25 celsius, time 2 hour. Yields the product C1(CCCC1)C[C@@H](C(=O)F)CN(OCC1=CC=CC=C1)C=O ((2R)-3-cyclopentyl-2-({formyl[(phenylmethyl)oxy]amino}methyl)propanoyl fluoride). Starting materials: C1(CCCC1)C[C@@H](C(=O)O)CN(OCC1=CC=CC=C1)C=O ((2R)-3-cyclopentyl-2-({formyl[(phenylmethyl)oxy]amino}methyl)propanoic acid), FC1=NC(=NC(=N1)F)F (2,4,6-trifluoro-1,3,5-triazine), N1=CC=CC=C1 (pyridine). Run in C1CCOC1 (THF), C1CCOC1 (THF). The product is COC1=CC=C(NC2=C3C=CC(=NC3=NC=C2)CO)C=C1 (5-(4-methoxyanilino)-1,8-naphthyridin-2-ylmethanol). Reactants: C(C)[BH-](CC)CC.[Li+] (lithium triethylborohydride), O (Water), COC1=CC=C(NC2=C3C=CC(=NC3=NC=C2)C(=O)OC)C=C1 (methyl 5-(4-methoxyanilino)-1,8-naphthyridine-2-carboxylate), C(C)[BH-](CC)CC.[Li+] (lithium triethylborohydride), solution. Procedure details: A mixture of methyl 5-(4-methoxyanilino)-1,8-naphthyridine-2-carboxylate (1.0 g) and dry THF (100 ml) was stirred at 0° C. while lithium triethylborohydride (a 1M solution in THF, 6.5 ml) was added over 10 minutes. After stirring at 0° C. for 1 hour further lithium triethylborohydride solution (3 ml) was added. The mixture was stirred for a further 1.5 hours at 0° C. Water (100 ml) was added cautiously and the mixture was extracted with ethyl acetate. The ethyl acetate extract was extracted with... RXN SMILES: [CH3:1][O:2][C:3]1[CH:23]=[CH:22][C:6]([NH:7][C:8]2[CH:17]=[CH:16][N:15]=[C:14]3[C:9]=2[CH:10]=[CH:11][C:12]([C:18](OC)=[O:19])=[N:13]3)=[CH:5][CH:4]=1.C([BH-](CC)CC)C.[Li+].O>C1COCC1>[CH3:1][O:2][C:3]1[CH:23]=[CH:22][C:6]([NH:7][C:8]2[CH:17]=[CH:16][N:15]=[C:14]3[C:9]=2[CH:10]=[CH:11][C:12]([CH2:18][OH:19])=[N:13]3)=[CH:5][CH:4]=1 |f:1.2|. Conditions: temperature 0 celsius, time 1.5 hour. Starting materials: C1(CC1)N1C=C(C(C2=CC(=C(C(=C12)F)F)F)=O)C(=O)O (1-cyclopropyl-6,7,8-trifluoro-1,4-dihydro-4-oxoquinoline-3-carboxylic acid), C(C)NC=1C=C2CNCC2=CC1 (5-ethylaminoisoindoline). The solvent is CN(C)C=O (DMF). Yields the product C(C)NC=1C=C2CN(CC2=CC1)C1=C(C=C2C(C(=CN(C2=C1F)C1CC1)C(=O)O)=O)F (7-(5-ethylamino-2-isoindolinyl)-1-cyclopropyl-6,8-difluoro-1,4-dihydro-4-oxoquinoline-3-carboxylic acid). Isolated yield 60.4%. RXN SMILES: [CH:1]1([N:4]2[C:13]3[C:8](=[CH:9][C:10]([F:16])=[C:11](F)[C:12]=3[F:14])[C:7](=[O:17])[C:6]([C:18]([OH:20])=[O:19])=[CH:5]2)[CH2:3][CH2:2]1.[CH2:21]([NH:23][C:24]1[CH:25]=[C:26]2[C:30](=[CH:31][CH:32]=1)[CH2:29][NH:28][CH2:27]2)[CH3:22]>CN(C=O)C>[CH2:21]([NH:23][C:24]1[CH:25]=[C:26]2[C:30](=[CH:31][CH:32]=1)[CH2:29][N:28]([C:11]1[C:12]([F:14])=[C:13]3[C:8]([C:7](=[O:17])[C:6]([C:18]([OH:20])=[O:19])=[CH:5][N:4]3[CH:1]3[CH2:3][CH2:2]3)=[CH:9][C:10]=1[F:16])[CH2:27]2)[CH3:22]. Procedure: 141 mg of 1-cyclopropyl-6,7,8-trifluoro-1,4-dihydro-4-oxoquinoline-3-carboxylic acid, 253 mg of 5-ethylaminoisoindoline, and 1.5 ml of anhydrous DMF were processed in the same manner as in Example 2 to produce 128 mg of the target compound.